This data is from the Open Reaction Database (ORD), a public repository of structured organic reaction records. The task is: describe an organic reaction: reactants, conditions, products, and yield Reactants: COCCOC, CCO, Cc1ccc(C(=O)NC2CC2)cc1-c1ccc2c(Cl)nncc2c1, OB(O)c1ccccc1Cl, [K+], [K+], O=C([O-])[O-], c1ccc(P(c2ccccc2)(c2ccccc2)[Pd](P(c2ccccc2)(c2ccccc2)c2ccccc2)(P(c2ccccc2)(c2ccccc2)c2ccccc2)P(c2ccccc2)(c2ccccc2)c2ccccc2)cc1. Yields the product Cc1ccc(C(=O)NC2CC2)cc1-c1ccc2c(-c3ccccc3Cl)nncc2c1. Reaction SMILES: [CH3:118][O:119][CH2:120][CH2:121][O:122][CH3:123].[CH3:124][CH2:125][OH:126].[Cl:1][c:2]1[n:3][n:4][cH:5][c:6]2[cH:7][c:8](-[c:12]3[cH:13][c:14]([C:15](=[O:16])[NH:17][CH:18]4[CH2:19][CH2:20]4)[cH:21][cH:22][c:23]3[CH3:24])[cH:9][cH:10][c:11]12.[Cl:25][c:26]1[c:27]([B:32]([OH:33])[OH:34])[cH:28][cH:29][cH:30][cH:31]1.[K+:35].[K+:36].[O-:37][C:38]([O-:39])=[O:40].[cH:41]1[cH:42][cH:43][c:44]([P:45]([Pd:46]([P:47]([c:48]2[cH:49][cH:50][cH:51][cH:52][cH:53]2)([c:54]2[cH:55][cH:56][cH:57][cH:58][cH:59]2)[c:60]2[cH:61][cH:62][cH:63][cH:64][cH:65]2)([P:66]([c:67]2[cH:68][cH:69][cH:70][cH:71][cH:72]2)([c:73]2[cH:74][cH:75][cH:76][cH:77][cH:78]2)[c:79]2[cH:80][cH:81][cH:82][cH:83][cH:84]2)[P:85]([c:86]2[cH:87][cH:88][cH:89][cH:90][cH:91]2)([c:92]2[cH:93][cH:94][cH:95][cH:96][cH:97]2)[c:98]2[cH:99][cH:100][cH:101][cH:102][cH:103]2)([c:104]2[cH:105][cH:106][cH:107][cH:108][cH:109]2)[c:110]2[cH:111][cH:112][cH:113][cH:114][cH:115]2)[cH:116][cH:117]1>>[c:2]1(-[c:27]2[c:26]([Cl:25])[cH:31][cH:30][cH:29][cH:28]2)[n:3][n:4][cH:5][c:6]2[cH:7][c:8](-[c:12]3[cH:13][c:14]([C:15](=[O:16])[NH:17][CH:18]4[CH2:19][CH2:20]4)[cH:21][cH:22][c:23]3[CH3:24])[cH:9][cH:10][c:11]12. The reactants are C[Si](C)(C)OCCBr, C1CCOC1, [H-], [Na+], CN(C)C=O, COC(=O)c1ccc(CN(c2nc3ccccc3[nH]2)C2CCC(C(C)(C)C)CC2)cc1. The product is COC(=O)c1ccc(CN(c2nc3ccccc3n2CCO[Si](C)(C)C)C2CCC(C(C)(C)C)CC2)cc1. RXN SMILES: [Br:34][CH2:35][CH2:36][O:37][Si:38]([CH3:39])([CH3:40])[CH3:41].[CH2:42]1[O:43][CH2:44][CH2:45][CH2:46]1.[H-:33].[Na+:32].[O:47]=[CH:48][N:49]([CH3:50])[CH3:51].[nH:1]1[c:2]([N:10]([CH:11]2[CH2:12][CH2:13][CH:14]([C:17]([CH3:18])([CH3:19])[CH3:20])[CH2:15][CH2:16]2)[CH2:21][c:22]2[cH:23][cH:24][c:25]([C:26](=[O:27])[O:28][CH3:29])[cH:30][cH:31]2)[n:3][c:4]2[c:5]1[cH:6][cH:7][cH:8][cH:9]2>>[n:1]1[c:2]([N:10]([CH:11]2[CH2:12][CH2:13][CH:14]([C:17]([CH3:18])([CH3:19])[CH3:20])[CH2:15][CH2:16]2)[CH2:21][c:22]2[cH:23][cH:24][c:25]([C:26](=[O:27])[O:28][CH3:29])[cH:30][cH:31]2)[n:3]([CH2:35][CH2:36][O:37][Si:38]([CH3:39])([CH3:40])[CH3:41])[c:4]2[c:5]1[cH:6][cH:7][cH:8][cH:9]2. Reactants: C(C)C(C(=O)OCC)C(C1=CC=CC=C1)(C1=CC=C(C=C1)OC)O (ethyl 2-ethyl-3-hydroxy-3-(p-methoxyphenyl)-3-phenylpropionate). Reagents/catalysts: FC(C(=O)O)(F)F (trifluoroacetic acid). Solvent: C(Cl)(Cl)Cl (chloroform). Product: C(C)C(C(=O)OCC)=C(C1=CC=CC=C1)C1=CC=C(C=C1)OC (Ethyl 2-ethyl-3-(p-methoxyphenyl)-3-phenylpropenoate). Isolated yield 107.9%. As a reaction SMILES: [CH2:1]([CH:3]([C:9](O)([C:16]1[CH:21]=[CH:20][C:19]([O:22][CH3:23])=[CH:18][CH:17]=1)[C:10]1[CH:15]=[CH:14][CH:13]=[CH:12][CH:11]=1)[C:4]([O:6][CH2:7][CH3:8])=[O:5])[CH3:2]>C(Cl)(Cl)Cl.FC(F)(F)C(O)=O>[CH2:1]([C:3](=[C:9]([C:16]1[CH:21]=[CH:20][C:19]([O:22][CH3:23])=[CH:18][CH:17]=1)[C:10]1[CH:15]=[CH:14][CH:13]=[CH:12][CH:11]=1)[C:4]([O:6][CH2:7][CH3:8])=[O:5])[CH3:2]. Reported procedure: 7.3 g (0.02 mol) of ethyl 2-ethyl-3-hydroxy-3-(p-methoxyphenyl)-3-phenylpropionate were dehydrated in 150 ml of chloroform by using trifluoroacetic acid as catalyst (see example 10) to give 6.7 g (93%) of product, which was a mixture of E- and Z-isomers. The product is CC(=O)NNc1ccc(N=Cc2ccccc2)cc1. Reaction SMILES: [C:1]([CH3:2])(=[O:3])[NH:4][NH:5][c:6]1[cH:7][cH:8][c:9]([NH2:12])[cH:10][cH:11]1.[CH3:21][CH2:22][OH:23].[CH:13](=[O:14])[c:15]1[cH:16][cH:17][cH:18][cH:19][cH:20]1>>[C:1]([CH3:2])(=[O:3])[NH:4][NH:5][c:6]1[cH:7][cH:8][c:9]([N:12]=[CH:13][c:15]2[cH:16][cH:17][cH:18][cH:19][cH:20]2)[cH:10][cH:11]1. Starting materials: CC(=O)NNc1ccc(N)cc1, CCO, O=Cc1ccccc1.